From a dataset of the Open Reaction Database (ORD), a public repository of structured organic reaction records. describe an organic reaction: reactants, conditions, products, and yield The product is CCCCOC(NC(=O)OCc1ccccc1)C(=O)O. Starting materials: O=C([O-])[O-], O=C(O)O, CCCCOC(=O)C(NC(=O)OCc1ccccc1)OCCCC, CO, CCOC(C)=O, [Na+], [Na+], O. As a reaction SMILES: [C:27](=[O:28])([O-:29])[O-:30].[C:32](=[O:33])([OH:34])[OH:35].[CH2:1]([CH2:2][CH2:3][CH3:4])[O:5][C:6]([CH:7]([NH:8][C:9](=[O:10])[O:11][CH2:12][c:13]1[cH:14][cH:15][cH:16][cH:17][cH:18]1)[O:19][CH2:20][CH2:21][CH2:22][CH3:23])=[O:24].[CH3:25][OH:26].[CH3:37][CH2:38][O:39][C:40](=[O:41])[CH3:42].[Na+:31].[Na+:36].[OH2:43]>>[O:5]=[C:6]([CH:7]([NH:8][C:9](=[O:10])[O:11][CH2:12][c:13]1[cH:14][cH:15][cH:16][cH:17][cH:18]1)[O:19][CH2:20][CH2:21][CH2:22][CH3:23])[OH:24]. Yields the product ClC1=C(C(=CS1)C(=O)O)OC (5-Chloro-4-methoxy-3-thiophenecarboxylic acid). Run in C(Cl)(Cl)Cl (chloroform). Reactants: COC=1C(=CSC1)C(=O)O (4-methoxythiophene-3-carboxylic acid), S(=O)(=O)(Cl)Cl (sulphuryl chloride). Procedure details: To 4-methoxythiophene-3-carboxylic acid (3.16 g) in chloroform (10 ml) was added freshly distilled sulphuryl chloride (1.8 ml). After the exothermic reaction had subsided the product was extracted into 2N NaOH and washed with chloroform. The aqueous solution was acidified with 2N HCl and extracted into dichloromethane, washed with water, dried over magnesium sulphate and the solvent evaporated. The product was crystallised from dichloromethane/n-hexane. Reaction SMILES: [CH3:1][O:2][C:3]1[C:4]([C:8]([OH:10])=[O:9])=[CH:5][S:6][CH:7]=1.S(Cl)([Cl:14])(=O)=O>C(Cl)(Cl)Cl>[Cl:14][C:7]1[S:6][CH:5]=[C:4]([C:8]([OH:10])=[O:9])[C:3]=1[O:2][CH3:1]. Reactants: COC(C(CC1CCCC1)N1N=CC(=C(C1=O)Cl)OC1=NC(=CC(=N1)C)C)=O (2-[5-chloro-4-(4,6-dimethyl-pyrimidin-2-yloxy)-6-oxo-6H-pyridazin-1-yl]-3-cyclopentyl-propionic acid methyl ester), C(=O)[O-].[NH4+] (ammonium formate). The reagents and catalysts are [Pd] (palladium on carbon). Run in C(C)O (ethanol). Conditions: temperature 25 celsius. Product: COC(C(CC1CCCC1)N1N=CC(=CC1=O)OC1=NC(=CC(=N1)C)C)=O (3-cyclopentyl-2-[4-(4,6-dimethyl-pyrimidin-2-yloxy)-6-oxo-6H-pyridazin-1-yl]-propionic acid methyl ester). Isolated yield 132.8%. RXN SMILES: [CH3:1][O:2][C:3](=[O:28])[CH:4]([N:11]1[C:16](=[O:17])[C:15](Cl)=[C:14]([O:19][C:20]2[N:25]=[C:24]([CH3:26])[CH:23]=[C:22]([CH3:27])[N:21]=2)[CH:13]=[N:12]1)[CH2:5][CH:6]1[CH2:10][CH2:9][CH2:8][CH2:7]1.C([O-])=O.[NH4+]>C(O)C.[Pd]>[CH3:1][O:2][C:3](=[O:28])[CH:4]([N:11]1[C:16](=[O:17])[CH:15]=[C:14]([O:19][C:20]2[N:25]=[C:24]([CH3:26])[CH:23]=[C:22]([CH3:27])[N:21]=2)[CH:13]=[N:12]1)[CH2:5][CH:6]1[CH2:10][CH2:9][CH2:8][CH2:7]1 |f:1.2|. Reported procedure: A solution of 2-[5-chloro-4-(4,6-dimethyl-pyrimidin-2-yloxy)-6-oxo-6H-pyridazin-1-yl]-3-cyclopentyl-propionic acid methyl ester (0.37 g, 0.91 mmol) in ethanol (10 mL) was treated with palladium on carbon (0.037 g) and ammonium formate (0.14 g, 2.27 mmol). The resulting mixture was refluxed for 30 min. After cooling to 25° C., the reaction was filtered and the solid was rinsed with ethanol. The filtrate was concentrated in vacuo to afford crude 3-cyclopentyl-2-[4-(4,6-dimethyl-pyrimidin-2-yloxy)-... Starting materials: C(#N)C=1C=CC2=C(C(=CC(O2)(C)C)C2=[N+](C=C(C=C2)C2=CC=CC=C2)[O-])C1 (2-(6-cyano-2,2-dimethyl-2H-1-benzopyran-4-yl)-5-phenylpyridine N-oxide), ClC1=NC=C(C=C1)C1=CC=CC=C1 (2-chloro-5-phenylpyridine), I (hydroiodic acid). Product: IC1=NC=C(C=C1)C1=CC=CC=C1 (2-iodo-5-phenylpyridine). As a reaction SMILES: C(C1C=CC2OC(C)(C)C=C([C:14]3[CH:19]=[CH:18][C:17]([C:20]4[CH:25]=[CH:24][CH:23]=[CH:22][CH:21]=4)=[CH:16][N+:15]=3[O-])C=2C=1)#N.ClC1C=CC(C2C=CC=CC=2)=CN=1.[IH:41]>>[I:41][C:14]1[CH:19]=[CH:18][C:17]([C:20]2[CH:25]=[CH:24][CH:23]=[CH:22][CH:21]=2)=[CH:16][N:15]=1. Procedure: The 2,2-dimethyl-4(5-phenyl-2-pyridyl)-2H-1-benzopyran-6-carbonitrile used as the starting material was prepared as follows: (A) 15.98 g of 2-chloro-5-phenylpyridine were dissolved in 150 ml of 55% aqueous hydroiodic acid and the solution was heated at reflux for 2 hours. Upon cooling a solid precipitated and this was filtered off and washed with water. The solid was partitioned between diethyl ether and 2M sodium hydroxide solution, and the organic phase was dried over sodium sulphate and evapo... Yield: 92.0%. The reactants are ice, FC=1C(=C(C=CC1OC=1C=NC(=CC1)S(=O)(=O)C)NN=C(C(=O)OCC)C)O (ethyl 2-[(3-fluoro-2-hydroxy-4-{[6-(methylsulfonyl)pyridin-3-yl]oxy}phenyl)hydrazono]propanoate), CS(=O)(=O)Cl (methanesulfonyl chloride). The product is FC=1C(=C(C=CC1OC=1C=NC(=CC1)S(=O)(=O)C)NN=C(C(=O)OCC)C)OS(=O)(=O)C (Ethyl 2-[(3-fluoro-2-[(methylsulfonyl)oxy]-4-{[6-(methylsulfonyl)pyridin-3-yl]oxy}phenyl)hydrazono]propanoate). Solvent: N1=CC=CC=C1 (pyridine). Reaction conditions: time 15 hour. Procedure details: To an ice-cooled and stirred solution of ethyl 2-[(3-fluoro-2-hydroxy-4-{[6-(methylsulfonyl)pyridin-3-yl]oxy}phenyl)hydrazono]propanoate (4.95 g) in pyridine (50 mL) was added methanesulfonyl chloride (1.1 mL), and the mixture was stirred at 4° C. to room temperature for 15 h. The reaction mixture was concentrated in vacuo and the residue was partitioned between ethyl acetate and aqueous citric acid solution. The organic layer was washed successively with aqueous citric acid solution and brine, ... As a reaction SMILES: [F:1][C:2]1[C:3]([OH:28])=[C:4]([NH:19][N:20]=[C:21]([CH3:27])[C:22]([O:24][CH2:25][CH3:26])=[O:23])[CH:5]=[CH:6][C:7]=1[O:8][C:9]1[CH:10]=[N:11][C:12]([S:15]([CH3:18])(=[O:17])=[O:16])=[CH:13][CH:14]=1.[CH3:29][S:30](Cl)(=[O:32])=[O:31]>N1C=CC=CC=1>[F:1][C:2]1[C:3]([O:28][S:30]([CH3:29])(=[O:32])=[O:31])=[C:4]([NH:19][N:20]=[C:21]([CH3:27])[C:22]([O:24][CH2:25][CH3:26])=[O:23])[CH:5]=[CH:6][C:7]=1[O:8][C:9]1[CH:10]=[N:11][C:12]([S:15]([CH3:18])(=[O:16])=[O:17])=[CH:13][CH:14]=1. Starting materials: CC(C)(C)Oc1cccc(CCBr)c1, COC(=O)c1ccccc1S, O=C([O-])[O-], CC#N, [K+], [K+]. Yields the product COC(=O)c1ccccc1SCCc1cccc(OC(C)(C)C)c1. RXN SMILES: [Br:1][CH2:2][CH2:3][c:4]1[cH:5][c:6]([O:10][C:11]([CH3:12])([CH3:13])[CH3:14])[cH:7][cH:8][cH:9]1.[C:15]([c:16]1[c:17]([SH:18])[cH:19][cH:20][cH:21][cH:22]1)(=[O:23])[O:24][CH3:25].[C:26](=[O:27])([O-:28])[O-:29].[CH3:32][C:33]#[N:34].[K+:30].[K+:31]>>[CH2:2]([CH2:3][c:4]1[cH:5][c:6]([O:10][C:11]([CH3:12])([CH3:13])[CH3:14])[cH:7][cH:8][cH:9]1)[S:18][c:17]1[c:16]([C:15](=[O:23])[O:24][CH3:25])[cH:22][cH:21][cH:20][cH:19]1.